Dataset: the Open Reaction Database (ORD), a public repository of structured organic reaction records. Task: describe an organic reaction: reactants, conditions, products, and yield Reactants: Cc1cc(C)c(Br)c(C)c1, [Li]C(C)(C)C, C1CCOC1, COc1ccncc1, CN(C)C=O, CCCCC. The product is COc1ccncc1C=O. RXN SMILES: [Br:11][c:12]1[c:13]([CH3:14])[cH:15][c:16]([CH3:17])[cH:18][c:19]1[CH3:20].[C:1]([Li:2])([CH3:3])([CH3:4])[CH3:5].[CH2:34]1[O:35][CH2:36][CH2:37][CH2:38]1.[CH3:21][O:22][c:23]1[cH:24][cH:25][n:26][cH:27][cH:28]1.[CH3:29][N:30]([CH:31]=[O:32])[CH3:33].[CH3:6][CH2:7][CH2:8][CH2:9][CH3:10]>>[CH3:21][O:22][c:23]1[c:24]([CH:31]=[O:32])[cH:25][n:26][cH:27][cH:28]1. The reactants are N1(N=NN=C1)C1=CC=C(C=C1)CC(=O)O ([4-(1H-tetrazol-1-yl)phenyl]acetic acid), C(C(=O)Cl)(=O)Cl (oxalyl chloride), [Cl-].[Al+3].[Cl-].[Cl-] (aluminum chloride), CN(C)C=O (DMF). Run in C(Cl)Cl (DCM). Run at time 2 hour. Yields the product N1(N=NN=C1)C=1C=C2CCC(CC2=CC1)=O (6-(1H-Tetrazol-1-yl)-3,4-dihydronaphthalen-2(1H)-one). RXN SMILES: [N:1]1([C:6]2[CH:11]=[CH:10][C:9]([CH2:12][C:13]([OH:15])=O)=[CH:8][CH:7]=2)[CH:5]=[N:4][N:3]=[N:2]1.[C:16](Cl)(=O)[C:17](Cl)=O.CN(C=O)C.[Cl-].[Al+3].[Cl-].[Cl-]>C(Cl)Cl>[N:1]1([C:6]2[CH:7]=[C:8]3[C:9](=[CH:10][CH:11]=2)[CH2:12][C:13](=[O:15])[CH2:17][CH2:16]3)[CH:5]=[N:4][N:3]=[N:2]1 |f:3.4.5.6|. Procedure: To a solution of [4-(1H-tetrazol-1-yl)phenyl]acetic acid (0.50 g, 2.4 mmol) in DCM (10 mL) was added oxalyl chloride (0.37 g, 2.9 mmol) and a drop of DMF. The mixture was allowed to stir at RT for 2 hours. The solvent was removed under reduced pressure, and the residue was redissolved in DCM. The solution was cooled to 0° C. with an ice bath. To this solution was added aluminum chloride (0.98 g, 7.4 mmol) in small portions. Ethylene was then bubbled into the reaction via a long needle for 2 hour... The reactants are C(CCC)[Li] (n-Butyl lithium), N12CCC(CC1)(CC2)C(=O)OCC (ethyl 1-azabicyclo[2.2.2]octane-4-carboxylate), BrC1=CSC=C1 (3-Bromothiophene). The solvent is C1CCOC1.CCOCC (THF Et2O), C(C)OCC (ethyl ether), CS(=O)C (DMSO). Run at time 30 minute. The product is [Br-].C(CCC)[N+]12CCC(CC1)(CC2)C(C2=CSC=C2)(C2=CSC=C2)O (1-butyl-4-[hydroxy(di-3-thienyl)methyl]-1-azoniabicyclo[2.2.2]octane bromide). Yield: 9.4%. RXN SMILES: [CH2:1]([Li])[CH2:2][CH2:3][CH3:4].[Br:6][C:7]1[CH:11]=[CH:10][S:9][CH:8]=1.[N:12]12[CH2:19][CH2:18][C:15]([C:20]([O:22]CC)=O)([CH2:16][CH2:17]1)[CH2:14][CH2:13]2>C(OCC)C.C1COCC1.CCOCC.CS(C)=O>[Br-:6].[CH2:1]([N+:12]12[CH2:13][CH2:14][C:15]([C:20]([OH:22])([C:7]3[CH:11]=[CH:10][S:9][CH:8]=3)[C:7]3[CH:11]=[CH:10][S:9][CH:8]=3)([CH2:16][CH2:17]1)[CH2:18][CH2:19]2)[CH2:2][CH2:3][CH3:4] |f:4.5,7.8|. Procedure: A solution of n-Butyl lithium (2.5M in hexanes, 5.0 mL, 12.5 mmol) was chilled to −78° C. under Ar. 3-Bromothiophene (1.15 mL, 12.3 mmol) dissolved in ethyl ether (4.0 mL) was slowly added to the reaction mixture. The reaction was stirred for 30 min and then ethyl 1-azabicyclo[2.2.2]octane-4-carboxylate (0.7640 g, 4.16 mmol) in THF/Et2O (4 mL/4 mL) was added. The reaction was allowed to warm up from −78° C. to room temperature over 16 h then slowly quenched with water. The reaction was concentra... Reagents/catalysts: C(C)(=O)[O-].[Cu+2].C(C)(=O)[O-] (copper(II) acetate). RXN SMILES: N1C=CC=CC=1.[Cl:7][C:8]1[CH:22]=[CH:21][C:11]([O:12][CH2:13][C:14]2[CH:19]=[N:18][NH:17][C:16](=[O:20])[CH:15]=2)=[CH:10][CH:9]=1.[OH:23][C:24]([CH3:39])([CH3:38])[CH2:25][O:26][C:27]1[CH:32]=[CH:31][C:30](B(O)O)=[CH:29][C:28]=1[O:36][CH3:37].Cl>C(Cl)Cl.C([O-])(=O)C.[Cu+2].C([O-])(=O)C>[Cl:7][C:8]1[CH:9]=[CH:10][C:11]([O:12][CH2:13][C:14]2[CH:19]=[N:18][N:17]([C:30]3[CH:31]=[CH:32][C:27]([O:26][CH2:25][C:24]([OH:23])([CH3:39])[CH3:38])=[C:28]([O:36][CH3:37])[CH:29]=3)[C:16](=[O:20])[CH:15]=2)=[CH:21][CH:22]=1 |f:5.6.7|. Solvent: C(Cl)Cl (CH2Cl2). Starting materials: N1=CC=CC=C1 (Pyridine), ClC1=CC=C(OCC2=CC(NN=C2)=O)C=C1 (5-((4-chlorophenoxy)methyl)pyridazin-3(2H)-one), OC(COC1=C(C=C(C=C1)B(O)O)OC)(C)C (4-(2-hydroxy-2-methylpropoxy)-3-methoxyphenylboronic acid), Cl (HCl). Procedure details: Pyridine (0.123 mL, 1.52 mmol) was added in portions over 4 hr to a stirred mixture of 5-((4-chlorophenoxy)methyl)pyridazin-3(2H)-one Part B (36 mg, 0.15 mmol), copper(II) acetate (91 mg, 0.46 mmol), and 4-(2-hydroxy-2-methylpropoxy)-3-methoxyphenylboronic acid Part D of Procedure 4 (73.0 mg, 0.30 mmol) in CH2Cl2 (15 mL) at RT (flask left open to air). The mixture was poured into 3.0 N aqueous HCl (100 mL) and extracted with CH2Cl2. The CH2Cl2 layer was dried over Na2SO4 and concentrated. The cr... The product is ClC1=CC=C(OCC2=CC(N(N=C2)C2=CC(=C(C=C2)OCC(C)(C)O)OC)=O)C=C1 (5-((4-chlorophenoxy)methyl)-2-(4-(2-hydroxy-2-methylpropoxy)-3-methoxyphenyl)pyridazin-3(2H)-one). Reactants: BrC1=C(C(=O)O)C=C(C=C1)CBr (2-bromo-5-bromomethyl-benzoic acid), CN(C=O)C (dimethylformamide), C(C(=O)Cl)(=O)Cl (oxalylchloride). Run in ClCCl (dichloromethane). Conditions: time 0.5 hour. Product: BrC1=C(C(=O)NCC23CC4CC(CC(C2)C4)C3)C=C(C=C1)CBr (2-Bromo-5-bromomethyl-N-(tricyclo[3.3.1.13,7]dec-1-ylmethyl)-benzamide). As a reaction SMILES: [Br:1][C:2]1[CH:10]=[CH:9][C:8]([CH2:11][Br:12])=[CH:7][C:3]=1[C:4]([OH:6])=O.C[N:14]([CH3:17])C=O.[C:18](Cl)(=O)[C:19](Cl)=O>ClCCl>[Br:1][C:2]1[CH:10]=[CH:9][C:8]([CH2:11][Br:12])=[CH:7][C:3]=1[C:4]([NH:14][CH2:17][C:19]12[CH2:18][CH:10]3[CH2:9][CH:8]([CH2:7][CH:3]([CH2:2]3)[CH2:4]1)[CH2:11]2)=[O:6]. Reported procedure: To a solution of 2-bromo-5-bromomethyl-benzoic acid (6.1 g) in dichloromethane (100 ml) at 0° C. were added dimethylformamide (0.2 ml) followed by oxalylchloride (3 ml). The reaction was stirred at room temperature for 0.5 hour and concentrated under vacuum. The acylchloride was redissolved in dichloromethane (100 ml) and and di-isopropylethylamine (6 ml) followed by adamantanemethylamine (3.5 ml) added at 0° C. The mixture was stirred at 0° C. for 10 min., then partitioned between diethyl ether... Reactants: I(=O)(=O)(=O)[O-].[Na+] (sodium periodate), O (water), FC1=C(C=C(C=C1)F)C1(CCC(CC1)CSC1=NC=CC=C1)S(=O)(=O)C1=CC=C(C=C1)C(F)(F)F (2-[4-(2,5-Difluoro-phenyl)-4-(4-trifluoromethyl-benzenesulfonyl)-cyclohexylmethylsulfanyl]-pyridine). The reagents and catalysts are [Ru](=O)=O (ruthenium dioxide). The solvent is C(C)(=O)OCC (ethyl acetate), C(C)(=O)OCC (ethyl acetate), C(C)(=O)OCC (ethyl acetate). Product: FC1=C(C=C(C=C1)F)C1(CCC(CC1)CS(=O)(=O)C1=NC=CC=C1)S(=O)(=O)C1=CC=C(C=C1)C(F)(F)F (2-[4-(2,5-Difluoro-phenyl)-4-(4-trifluoromethyl-benzenesulfonyl)-cyclohexylmethanesulfonyl]-pyridine). As a reaction SMILES: I([O-])(=O)(=O)=[O:2].[Na+].[F:7][C:8]1[CH:13]=[CH:12][C:11]([F:14])=[CH:10][C:9]=1[C:15]1([S:29]([C:32]2[CH:37]=[CH:36][C:35]([C:38]([F:41])([F:40])[F:39])=[CH:34][CH:33]=2)(=[O:31])=[O:30])[CH2:20][CH2:19][CH:18]([CH2:21][S:22][C:23]2[CH:28]=[CH:27][CH:26]=[CH:25][N:24]=2)[CH2:17][CH2:16]1.[OH2:42]>C(OCC)(=O)C.[Ru](=O)=O>[F:7][C:8]1[CH:13]=[CH:12][C:11]([F:14])=[CH:10][C:9]=1[C:15]1([S:29]([C:32]2[CH:33]=[CH:34][C:35]([C:38]([F:41])([F:39])[F:40])=[CH:36][CH:37]=2)(=[O:31])=[O:30])[CH2:20][CH2:19][CH:18]([CH2:21][S:22]([C:23]2[CH:28]=[CH:27][CH:26]=[CH:25][N:24]=2)(=[O:2])=[O:42])[CH2:17][CH2:16]1 |f:0.1|. Reported procedure: To a solution of sodium periodate (223 mg, 1 mmol) in ethyl acetate (2 mL) and water (4 mL) was added ruthenium dioxide (5 mg), followed by the product from Example 78 (250 mg, 0.47 mmol) in ethyl acetate (2 mL). After 30 mins the reaction was diluted with ethyl acetate, filtered through Celite® and the water layer from the filtrate removed. The organic layer was dried (MgSO4), evaporated, and the residue purified by flash chromatography on silica eluting with iso-hexane/ethyl acetate (1:1) to g... The reactants are O=C(c1cccc(OCc2ccccc2)c1OCC1CC1)c1c[nH]c2ncc(Cl)cc12, CO, [H][H], C1CCOC1. Product: O=C(c1cccc(O)c1OCC1CC1)c1c[nH]c2ncc(Cl)cc12. RXN SMILES: [CH2:1]([c:2]1[cH:3][cH:4][cH:5][cH:6][cH:7]1)[O:8][c:9]1[c:10]([O:27][CH2:28][CH:29]2[CH2:30][CH2:31]2)[c:11]([C:15](=[O:16])[c:17]2[cH:18][nH:19][c:20]3[n:21][cH:22][c:23]([Cl:26])[cH:24][c:25]23)[cH:12][cH:13][cH:14]1.[CH3:34][OH:35].[H:32][H:33].[O:36]1[CH2:37][CH2:38][CH2:39][CH2:40]1>>[OH:8][c:9]1[c:10]([O:27][CH2:28][CH:29]2[CH2:30][CH2:31]2)[c:11]([C:15](=[O:16])[c:17]2[cH:18][nH:19][c:20]3[n:21][cH:22][c:23]([Cl:26])[cH:24][c:25]23)[cH:12][cH:13][cH:14]1. The reactants are C(=C)C=1NC2=CC=CC=C2C1C(=O)OC (Methyl 2-vinyl-1H-indole-3-carboxylate). The reagents and catalysts are [Pd] (palladium on charcoal). The solvent is CO (methanol). The product is C(C)C=1NC2=CC=CC=C2C1C(=O)OC (methyl 2-ethyl-1H-indole-3-carboxylate). The yield is 97.2%. RXN SMILES: [CH:1]([C:3]1[NH:4][C:5]2[C:10]([C:11]=1[C:12]([O:14][CH3:15])=[O:13])=[CH:9][CH:8]=[CH:7][CH:6]=2)=[CH2:2]>[Pd].CO>[CH2:1]([C:3]1[NH:4][C:5]2[C:10]([C:11]=1[C:12]([O:14][CH3:15])=[O:13])=[CH:9][CH:8]=[CH:7][CH:6]=2)[CH3:2]. Procedure details: Methyl 2-vinyl-1H-indole-3-carboxylate (80 mg, 0.4 mmol) and 10% palladium on charcoal (100 mg) in methanol (30 mL) were stirred under hydrogen 0.2 MPa at room temperature for 15 hours. The mixture was filterated the solid and concentrated in vacuum to obtain methyl 2-ethyl-1H-indole-3-carboxylate as a white solid (79 mg, 99%) LRMS (M+H+) m/z: calcd 203.1 found 203. The solvent is O1CCCC1 (tetrahydrofuran), O1CCCC1 (tetrahydrofuran). Procedure: To a stirred Grignard complex, previously prepared from 7.80 g (0.0446 mol) 1-bromo-4-fluorobenzene and 1.10 g (0.045 mol) magnesium turnings in 50 ml tetrahydrofuran, 5.00 g (0.0446 mol) thiophene-3-carboxaldehyde, dissolved in 50 ml tetrahydrofuran, was added dropwise. Upon completion of the addition, the reaction mixture was refluxed for 1 h and then poured on a mixture of ice and 6N hydrochloric acid. Subsequent extraction with dichloromethane, washing of the organic layer with water and eva... Reactants: Cl (hydrochloric acid), BrC1=CC=C(C=C1)F (1-bromo-4-fluorobenzene), [Mg] (magnesium), S1C=C(C=C1)C=O (thiophene-3-carboxaldehyde). Yield: 47.4%. RXN SMILES: Br[C:2]1[CH:7]=[CH:6][C:5]([F:8])=[CH:4][CH:3]=1.[Mg].[S:10]1[CH:14]=[CH:13][C:12]([CH:15]=[O:16])=[CH:11]1.Cl>O1CCCC1>[F:8][C:5]1[CH:6]=[CH:7][C:2]([CH:15]([C:12]2[CH:13]=[CH:14][S:10][CH:11]=2)[OH:16])=[CH:3][CH:4]=1. Yields the product FC1=CC=C(C=C1)C(O)C1=CSC=C1 ((4-fluorophenyl)(3-thienyl)methanol).